Task: describe an organic reaction: reactants, conditions, products, and yield. Dataset: the Open Reaction Database (ORD), a public repository of structured organic reaction records The reactants are FC=1C=C(C(=O)N(C2=C(C=CC(=C2)OC)[C@H]2CC=3C=CC(=CC3CC2)OC(C(C)(C)C)=O)C(C)C)C=CC1O (pivalic acid (R)-6-{2-[(3-fluoro-4-hydroxybenzoyl)isopropylamino]-4-methoxyphenyl}-5,6,7,8-tetrahydronaphthalen-2-yl ester), N1(CCCCCC1)C(CCl)=O (1-azepan-1-yl-2-chloroethanone). Procedure details: Synthesized from pivalic acid (R)-6-{2-[(3-fluoro-4-hydroxybenzoyl)isopropylamino]-4-methoxyphenyl}-5,6,7,8-tetrahydronaphthalen-2-yl ester (19 mg) and 1-azepan-1-yl-2-chloroethanone (12 mg) according to an analogous synthetic method to Example 404 and purified by LC-MS, the title compound (5.0 mg) was obtained. The product is N1(CCCCCC1)CCOC1=C(C=C(CN(C2=C(C=CC(=C2)OC)[C@H]2CC=3C=CC(=CC3CC2)O)C(C)C)C=C1)F ((R)-6-{2-{[4-(2-Azepan-1-ylethoxy)-3-fluorobenzyl]isopropylamino}-4-methoxyphenyl}-5,6,7,8-tetrahydronaphthalen-2-ol). Reaction SMILES: [F:1][C:2]1[CH:3]=[C:4]([CH:36]=[CH:37][C:38]=1[OH:39])[C:5]([N:7]([CH:33]([CH3:35])[CH3:34])[C:8]1[CH:13]=[C:12]([O:14][CH3:15])[CH:11]=[CH:10][C:9]=1[C@@H:16]1[CH2:25][CH2:24][C:23]2[CH:22]=[C:21]([O:26]C(=O)C(C)(C)C)[CH:20]=[CH:19][C:18]=2[CH2:17]1)=O.[N:40]1([C:47](=O)[CH2:48]Cl)[CH2:46][CH2:45][CH2:44][CH2:43][CH2:42][CH2:41]1>>[N:40]1([CH2:47][CH2:48][O:39][C:38]2[CH:37]=[CH:36][C:4]([CH2:5][N:7]([CH:33]([CH3:35])[CH3:34])[C:8]3[CH:13]=[C:12]([O:14][CH3:15])[CH:11]=[CH:10][C:9]=3[C@@H:16]3[CH2:17][CH2:18][C:23]4[CH:22]=[C:21]([OH:26])[CH:20]=[CH:19][C:24]=4[CH2:25]3)=[CH:3][C:2]=2[F:1])[CH2:46][CH2:45][CH2:44][CH2:43][CH2:42][CH2:41]1. Isolated yield 25.0%. Reactants: [Br-], CC(=O)[O-], CC(=O)O, Cl, NNc1ccc(F)cc1, [K+], [Na+], O=C1CCC(=O)c2ncccc2N1. The product is O=C1CCC(=NNc2ccc(F)cc2)c2ncccc2N1. RXN SMILES: [Br-:29].[CH3:25][C:26](=[O:27])[O-:28].[CH3:31][C:32](=[O:33])[OH:34].[ClH:14].[F:15][c:16]1[cH:17][cH:18][c:19]([NH:22][NH2:23])[cH:20][cH:21]1.[K+:30].[Na+:24].[n:1]1[cH:2][cH:3][cH:4][c:5]2[c:11]1[C:10](=[O:12])[CH2:9][CH2:8][C:7](=[O:13])[NH:6]2>>[n:1]1[cH:2][cH:3][cH:4][c:5]2[c:11]1[C:10](=[N:23][NH:22][c:19]1[cH:18][cH:17][c:16]([F:15])[cH:21][cH:20]1)[CH2:9][CH2:8][C:7](=[O:13])[NH:6]2. The reactants are OCCCCCNS(=O)(=O)C1=CC=C(C=C1)Br (4-bromophenyl-sulfonic acid-(5-hydroxypentyl)-amide), COC1=C(C=CC=C1)B(O)O (2-methoxyphenyl boronic acid). The product is OCCCCCNS(=O)(=O)C1=CC=C(C=C1)C1=C(C=CC=C1)OC (2′-Methoxybiphenyl-4-sulfonic acid-(5-hydroxypentyl)-amide). RXN SMILES: [OH:1][CH2:2][CH2:3][CH2:4][CH2:5][CH2:6][NH:7][S:8]([C:11]1[CH:16]=[CH:15][C:14](Br)=[CH:13][CH:12]=1)(=[O:10])=[O:9].[CH3:18][O:19][C:20]1[CH:25]=[CH:24][CH:23]=[CH:22][C:21]=1B(O)O>>[OH:1][CH2:2][CH2:3][CH2:4][CH2:5][CH2:6][NH:7][S:8]([C:11]1[CH:16]=[CH:15][C:14]([C:21]2[CH:22]=[CH:23][CH:24]=[CH:25][C:20]=2[O:19][CH3:18])=[CH:13][CH:12]=1)(=[O:10])=[O:9]. Reported procedure: Using a method analogous to that described in Example 40, 4-bromophenyl-sulfonic acid-(5-hydroxypentyl)-amide and 2-methoxyphenyl boronic acid were reacted to give the title compound as a clear oil. δC (DMSO, 62.9 MHz): 22.7, 29.0, 32.0, 42.7, 55.6, 60.6, 115.5, 121.4, 125.3, 126.1, 128.2, 129.8, 130.2, 138.8, 142.1 and 156.1. The reactants are [OH-].[Na+] (sodium hydroxide), [Na] (sodium), NC1=NC(=CC=C1)N (2,6-diaminopyridine), ClCC(=O)C1=CC=CC=C1 (2-chloroacetophenone), C(=O)OCC (ethyl formate), Cl (hydrochloric acid). The solvent is O (water). Yields the product NC1=NC2=NC(=CC=C2C=C1)C1=C(C=CC=C1)Cl (2-Amino-7-(2-chlorophenyl)naphthyridine). RXN SMILES: [Na].Cl[CH2:3][C:4]([C:6]1[CH:11]=[CH:10][CH:9]=[CH:8][CH:7]=1)=O.[CH:12](OCC)=O.[NH2:17][C:18]1[CH:23]=[CH:22][CH:21]=[C:20]([NH2:24])[N:19]=1.[OH-].[Na+].[ClH:27]>O>[NH2:17][C:18]1[CH:23]=[CH:22][C:21]2[C:20](=[N:24][C:4]([C:6]3[CH:11]=[CH:10][CH:9]=[CH:8][C:7]=3[Cl:27])=[CH:3][CH:12]=2)[N:19]=1 |f:4.5,^1:0|. Procedure details: The procedure is analgous to that described in Example 11, but starting with sodium (2.3 g), 2-chloroacetophenone (15 g) and ethyl formate (11 g). The solid obtained (20 g) is then added to 2,6-diaminopyridine (11 g). The product obtained after hydrolysis and neutralization with sodium hydroxide (21.5 g; m.p. approximately 165° C.) is dissolved in concentrated hydrochloric acid (d=1.19; 100 cc). The precipitate obtained after hydrolysis with distilled water (500 cc) is separated by filtration, w... Reactants: N, CC(C)(C)OC(=O)N(CCc1csc(CN2CCC3(CC2)CN(C(=O)C(F)(F)F)CCO3)c1)CC(O)c1ccc(O)c2[nH]c(=O)sc12. Product: CC(C)(C)OC(=O)N(CCc1csc(CN2CCC3(CC2)CNCCO3)c1)CC(O)c1ccc(O)c2[nH]c(=O)sc12. Reaction SMILES: [NH3:1].[OH:2][CH:3]([CH2:4][N:5]([C:6]([O:7][C:8]([CH3:9])([CH3:10])[CH3:11])=[O:12])[CH2:13][CH2:14][c:15]1[cH:16][s:17][c:18]([CH2:20][N:21]2[CH2:22][CH2:23][C:24]3([CH2:25][N:26]([C:30](=[O:31])[C:32]([F:33])([F:34])[F:35])[CH2:27][CH2:28][O:29]3)[CH2:36][CH2:37]2)[cH:19]1)[c:38]1[cH:39][cH:40][c:41]([OH:48])[c:42]2[nH:43][c:44](=[O:47])[s:45][c:46]12>>[OH:2][CH:3]([CH2:4][N:5]([C:6]([O:7][C:8]([CH3:9])([CH3:10])[CH3:11])=[O:12])[CH2:13][CH2:14][c:15]1[cH:16][s:17][c:18]([CH2:20][N:21]2[CH2:22][CH2:23][C:24]3([CH2:25][NH:26][CH2:27][CH2:28][O:29]3)[CH2:36][CH2:37]2)[cH:19]1)[c:38]1[cH:39][cH:40][c:41]([OH:48])[c:42]2[nH:43][c:44](=[O:47])[s:45][c:46]12. Starting materials: O=C(c1ccc(O)cc1)c1ccc(Br)cc1Cl, C1CCOC1, O=C1CCCCC1, [Zn]. The product is Oc1ccc(C(=C2CCCCC2)c2ccc(Br)cc2Cl)cc1. As a reaction SMILES: [Br:1][c:2]1[cH:3][c:4]([Cl:17])[c:5]([C:8](=[O:9])[c:10]2[cH:11][cH:12][c:13]([OH:16])[cH:14][cH:15]2)[cH:6][cH:7]1.[CH2:25]1[O:26][CH2:27][CH2:28][CH2:29]1.[O:18]=[C:19]1[CH2:20][CH2:21][CH2:22][CH2:23][CH2:24]1.[Zn:30]>>[Br:1][c:2]1[cH:3][c:4]([Cl:17])[c:5]([C:8]([c:10]2[cH:11][cH:12][c:13]([OH:16])[cH:14][cH:15]2)=[C:19]2[CH2:20][CH2:21][CH2:22][CH2:23][CH2:24]2)[cH:6][cH:7]1. RXN SMILES: C([O:5][C:6](=[O:28])[CH2:7][N:8]1[C:12]2[CH:13]=[CH:14][C:15]([Cl:27])=[C:16]([O:17][C:18]3[CH:23]=[C:22]([C:24]#[N:25])[CH:21]=[C:20]([Cl:26])[CH:19]=3)[C:11]=2[N:10]=[N:9]1)(C)(C)C>C(O)(C(F)(F)F)=O>[Cl:27][C:15]1[CH:14]=[CH:13][C:12]2[N:8]([CH2:7][C:6]([OH:28])=[O:5])[N:9]=[N:10][C:11]=2[C:16]=1[O:17][C:18]1[CH:23]=[C:22]([C:24]#[N:25])[CH:21]=[C:20]([Cl:26])[CH:19]=1. The product is ClC1=C(C2=C(N(N=N2)CC(=O)O)C=C1)OC1=CC(=CC(=C1)C#N)Cl ([5-Chloro-4-(3-chloro-5-cyanophenoxy)-1H-1,2,3-benzotriazol-1-yl]acetic acid). Solvent: C(=O)(C(F)(F)F)O (TFA). Procedure details: tert-Butyl[5-chloro-4-(3-chloro-5-cyanophenoxy)-1H-1,2,3-benzotriazol-1-yl]acetate (50 mg, 0.12 mmol) was dissolved in TFA (3 mL). After 1 hour, the reaction mixture was concentrated under reduced pressure to yield the title compound. 1H NMR (DMSO-d6) δ 7.90 (d, J=8.9 Hz, 1H), 7.84 (m, 1H), 7.80 (d, J=8.9 Hz, 1H), 7.52 (m, 1H), 7.58 (m, 1H), 5.70 (s, 1H). Reactants: C(C)(C)(C)OC(CN1N=NC2=C1C=CC(=C2OC2=CC(=CC(=C2)C#N)Cl)Cl)=O (tert-Butyl[5-chloro-4-(3-chloro-5-cyanophenoxy)-1H-1,2,3-benzotriazol-1-yl]acetate). Reaction conditions: time 1 hour.